Dataset: the Open Reaction Database (ORD), a public repository of structured organic reaction records. Task: describe an organic reaction: reactants, conditions, products, and yield The reactants are ClC=1C=C2C=C(NC2=CC1)C(=O)N[C@H]1C(NC2=CC=CC=C2C1)=O ((R)-3-(5-chloroindole-2-carbonylamino)-3,4-dihydrocarbostyril), C(=O)(OC)CN1C(=O)[C@@H](CC2=CC=CC=C12)NC(=O)C=1NC2=CC=C(C=C2C1)Cl ((R)-1-carbomethoxymethyl-3-(5-chloroindole-2-carbonylamino)-3,4-dihydrocarbostyril), C(C)(C)(C)OC(=O)N[C@H]1C(NC2=CC=CC=C2C1)=O ((R)-3-t-butyloxycarbonylamino-3,4-dihydrocarbostyril). The product is C(=O)(OC)CN1C(=O)[C@H](CC2=CC=CC=C12)NC(=O)C=1NC2=CC=C(C=C2C1)Cl ((S)-1-carbomethoxymethyl-3-(5-chloroindole-2-carbonylamino)-3,4-dihydrocarbostyril). As a reaction SMILES: ClC1C=C2C(=CC=1)NC(C(N[C@@H]1CC3C(=CC=CC=3)NC1=O)=O)=C2.[C:25]([CH2:29][N:30]1[C:40]2[C:35](=[CH:36][CH:37]=[CH:38][CH:39]=2)[CH2:34][C@@H:33]([NH:41][C:42]([C:44]2[NH:45][C:46]3[C:51]([CH:52]=2)=[CH:50][C:49]([Cl:53])=[CH:48][CH:47]=3)=[O:43])[C:31]1=[O:32])([O:27][CH3:28])=[O:26].C(OC(N[C@@H]1CC2C(=CC=CC=2)NC1=O)=O)(C)(C)C>>[C:25]([CH2:29][N:30]1[C:40]2[C:35](=[CH:36][CH:37]=[CH:38][CH:39]=2)[CH2:34][C@H:33]([NH:41][C:42]([C:44]2[NH:45][C:46]3[C:51]([CH:52]=2)=[CH:50][C:49]([Cl:53])=[CH:48][CH:47]=3)=[O:43])[C:31]1=[O:32])([O:27][CH3:28])=[O:26]. Reported procedure: The title compound was prepared from (S)-3-t-butyloxycarbonylamino-3,4-dihydrocarbostyril (prepared in Example 5) by the procedures described for the preparation of (R)-1-carbomethoxymethyl-3-(5-chloroindole-2-carbonylamino)-3,4-dihydrocarbostyril (Example 7) from (R)-3-t-butyloxycarbonylamino-3,4-dihydrocarbostyril. HPLC/MS [M+H]+, 412. The reactants are COc1ccccc1COc1ccc(S(=O)(=O)c2ccc(C)nc2Br)cc1, COc1ccc(N)c(C)c1, Cc1ccccc1, c1ccc(P(CCCP(c2ccccc2)c2ccccc2)c2ccccc2)cc1. Product: COc1ccc(Nc2nc(C)ccc2S(=O)(=O)c2ccc(OCc3ccccc3OC)cc2)c(C)c1. Reaction SMILES: [Br:1][c:2]1[n:3][c:4]([CH3:27])[cH:5][cH:6][c:7]1[S:8](=[O:9])(=[O:10])[c:11]1[cH:12][cH:13][c:14]([O:17][CH2:18][c:19]2[c:20]([O:25][CH3:26])[cH:21][cH:22][cH:23][cH:24]2)[cH:15][cH:16]1.[CH3:28][c:29]1[c:30]([NH2:31])[cH:32][cH:33][c:34]([O:36][CH3:37])[cH:35]1.[CH3:67][c:68]1[cH:69][cH:70][cH:71][cH:72][cH:73]1.[P:38]([CH2:39][CH2:40][CH2:41][P:42]([c:43]1[cH:44][cH:45][cH:46][cH:47][cH:48]1)[c:49]1[cH:50][cH:51][cH:52][cH:53][cH:54]1)([c:55]1[cH:56][cH:57][cH:58][cH:59][cH:60]1)[c:61]1[cH:62][cH:63][cH:64][cH:65][cH:66]1>>[c:2]1([NH:31][c:30]2[c:29]([CH3:28])[cH:35][c:34]([O:36][CH3:37])[cH:33][cH:32]2)[n:3][c:4]([CH3:27])[cH:5][cH:6][c:7]1[S:8](=[O:9])(=[O:10])[c:11]1[cH:12][cH:13][c:14]([O:17][CH2:18][c:19]2[c:20]([O:25][CH3:26])[cH:21][cH:22][cH:23][cH:24]2)[cH:15][cH:16]1. Reaction SMILES: [C:1]1([c:6]2[cH:7][cH:8][c:9]([C:10](=[O:11])[OH:12])[cH:13][cH:14]2)=[CH:2][CH2:3][CH2:4][CH2:5]1.[CH3:15][CH2:16][OH:17]>>[CH:1]1([c:6]2[cH:7][cH:8][c:9]([C:10](=[O:11])[OH:12])[cH:13][cH:14]2)[CH2:2][CH2:3][CH2:4][CH2:5]1. Product: O=C(O)c1ccc(C2CCCC2)cc1. The reactants are O=C(O)c1ccc(C2=CCCC2)cc1, CCO. The reactants are CCOc1c(Nc2cccnc2)c(=O)c1=O, CCO, NCCc1ccc(Oc2ccc(Cl)cc2)cc1. The product is O=c1c(NCCc2ccc(Oc3ccc(Cl)cc3)cc2)c(Nc2cccnc2)c1=O. As a reaction SMILES: [CH2:1]([O:2][c:4]1[c:5](=[O:16])[c:6](=[O:15])[c:7]1[NH:8][c:9]1[cH:10][n:11][cH:12][cH:13][cH:14]1)[CH3:3].[CH3:34][CH2:35][OH:36].[Cl:17][c:18]1[cH:19][cH:20][c:21]([O:22][c:23]2[cH:24][cH:25][c:26]([CH2:29][CH2:30][NH2:31])[cH:27][cH:28]2)[cH:32][cH:33]1>>[c:4]1([NH:31][CH2:30][CH2:29][c:26]2[cH:25][cH:24][c:23]([O:22][c:21]3[cH:20][cH:19][c:18]([Cl:17])[cH:33][cH:32]3)[cH:28][cH:27]2)[c:5](=[O:16])[c:6](=[O:15])[c:7]1[NH:8][c:9]1[cH:10][n:11][cH:12][cH:13][cH:14]1. Starting materials: CCO (EtOH), O (H2O), FC1=C(C=C(C(=C1)N)[N+](=O)[O-])C1=CC=C(C=C1)C1=CC=CC=C1 (2-Fluoro-5-nitro-[1,1′;4′1″]terphenyl-4-ylamine), [NH4+].[Cl-] (NH4Cl), crude suspension. Reagents/catalysts: [Fe] (Iron). Run in CCOC(=O)C (EtOAc). Conditions: temperature 50 celsius, time 18 hour. The product is FC1=CC(=C(C=C1C1=CC=C(C=C1)C1=CC=CC=C1)N)N (6-Fluoro-[1,1′;4′1″]terphenyl-3,4-diamine). RXN SMILES: CCO.O.[F:5][C:6]1[CH:11]=[C:10]([NH2:12])[C:9]([N+:13]([O-])=O)=[CH:8][C:7]=1[C:16]1[CH:21]=[CH:20][C:19]([C:22]2[CH:27]=[CH:26][CH:25]=[CH:24][CH:23]=2)=[CH:18][CH:17]=1.[NH4+].[Cl-]>CCOC(C)=O.[Fe]>[F:5][C:6]1[C:7]([C:16]2[CH:17]=[CH:18][C:19]([C:22]3[CH:27]=[CH:26][CH:25]=[CH:24][CH:23]=3)=[CH:20][CH:21]=2)=[CH:8][C:9]([NH2:13])=[C:10]([NH2:12])[CH:11]=1 |f:3.4|. Reported procedure: To a solution of EtOH (40 mL, H2O (10 mL) and 3 (663 mg, 2.1 mmol) was added Iron (889 mg, 16 mmol) and NH4Cl (562 mg, 10.5 mmol). The resulting suspension was allowed to stir for 18 h at 50° C. The crude suspension was diluted with copious amounts of EtOAc and filtered over a pad of Celite. The resulting yellow solution was concentrated in vacuo then purified on ISCO (EtOAc/Hexanes=7/3) to give title compound 4. The reactants are COC(C1=CC=C(C=C1)N)=O (4-amino-benzoic acid methyl ester), BrC=1C=CC(=C(C=O)C1)C (5-bromo-2-methyl-benzaldehyde), FC(S(=O)(=O)[O-])(F)F.[Yb+3].FC(S(=O)(=O)[O-])(F)F.FC(S(=O)(=O)[O-])(F)F (ytterbium(III) trifluoromethanesulfonate). Reagents/catalysts: C=C(C)C (isobutene). Run in C(C)(=O)OCC (ethyl acetate), C(C)#N (acetonitrile). Reaction conditions: temperature 85 celsius, time 16 hour. The product is COC(=O)C=1C=C2C(CC(NC2=CC1)C1=C(C=CC(=C1)Br)C)(C)C (2-(5-bromo-2-methyl-phenyl)-4,4-dimethyl-1,2,3,4-tetrahydro-quinoline-6-carboxylic acid methyl ester). Isolated yield 73.1%. RXN SMILES: [CH3:1][O:2][C:3](=[O:11])[C:4]1[CH:9]=[CH:8][C:7]([NH2:10])=[CH:6][CH:5]=1.[Br:12][C:13]1[CH:14]=[CH:15][C:16]([CH3:21])=[C:17]([CH:20]=1)[CH:18]=O.FC(F)(F)S([O-])(=O)=O.[Yb+3].FC(F)(F)S([O-])(=O)=O.FC(F)(F)S([O-])(=O)=O>C(#N)C.C(OCC)(=O)C.C=C(C)C>[CH3:1][O:2][C:3]([C:4]1[CH:5]=[C:6]2[C:7](=[CH:8][CH:9]=1)[NH:10][CH:18]([C:17]1[CH:20]=[C:13]([Br:12])[CH:14]=[CH:15][C:16]=1[CH3:21])[CH2:3][C:4]2([CH3:9])[CH3:5])=[O:11] |f:2.3.4.5|. Procedure: To a stirred solution of 4-amino-benzoic acid methyl ester (8.25 g, 50 mmol) and 5-bromo-2-methyl-benzaldehyde (12 g, 60 mmol) in acetonitrile (200 mL) were added isobutene (14 mL, 0.2 mmol) and ytterbium(III) trifluoromethanesulfonate (Yb(OTf)3) (4.65 g, 7.5 mmol). The resulting mixture was stirred at 85° C. for 16 h in sealed tube. The mixture was diluted with ethyl acetate (300 mL) and washed with water (100 mL×2) and brine (100 mL×2) and then dried over anhydrous sodium sulfate. The solvent ...